This data is from the Open Reaction Database (ORD), a public repository of structured organic reaction records. The task is: describe an organic reaction: reactants, conditions, products, and yield Starting materials: CO, [H][H], O=C(O)C(=Cc1cccc2ccccc12)CCC(=O)N1CCOCC1. The product is O=C(O)C(CCC(=O)N1CCOCC1)Cc1cccc2ccccc12. Reaction SMILES: [CH3:26][OH:27].[H:28][H:29].[O:1]1[CH2:2][CH2:3][N:4]([C:7]([CH2:8][CH2:9][C:10]([C:11](=[O:12])[OH:13])=[CH:14][c:15]2[cH:16][cH:17][cH:18][c:19]3[cH:20][cH:21][cH:22][cH:23][c:24]23)=[O:25])[CH2:5][CH2:6]1>>[O:1]1[CH2:2][CH2:3][N:4]([C:7]([CH2:8][CH2:9][CH:10]([C:11](=[O:12])[OH:13])[CH2:14][c:15]2[cH:16][cH:17][cH:18][c:19]3[cH:20][cH:21][cH:22][cH:23][c:24]23)=[O:25])[CH2:5][CH2:6]1. Reactants: CO, Cc1cc(Nc2nc(Nc3cc(C)c(C4CCNCC4)cc3F)ncc2Cl)n[nH]1, ClCCl, O=C1CCOCC1. The product is Cc1cc(Nc2nc(Nc3cc(C)c(C4CCN(C5CCOCC5)CC4)cc3F)ncc2Cl)n[nH]1. As a reaction SMILES: [CH3:30][OH:31].[Cl:1][c:2]1[c:3]([NH:23][c:24]2[n:25][nH:26][c:27]([CH3:29])[cH:28]2)[n:4][c:5]([NH:8][c:9]2[c:10]([F:22])[cH:11][c:12]([CH:16]3[CH2:17][CH2:18][NH:19][CH2:20][CH2:21]3)[c:13]([CH3:15])[cH:14]2)[n:6][cH:7]1.[Cl:39][CH2:40][Cl:41].[O:32]1[CH2:33][CH2:34][C:35](=[O:38])[CH2:36][CH2:37]1>>[Cl:1][c:2]1[c:3]([NH:23][c:24]2[n:25][nH:26][c:27]([CH3:29])[cH:28]2)[n:4][c:5]([NH:8][c:9]2[c:10]([F:22])[cH:11][c:12]([CH:16]3[CH2:17][CH2:18][N:19]([CH:35]4[CH2:34][CH2:33][O:32][CH2:37][CH2:36]4)[CH2:20][CH2:21]3)[c:13]([CH3:15])[cH:14]2)[n:6][cH:7]1.